From a dataset of the Open Reaction Database (ORD), a public repository of structured organic reaction records. describe an organic reaction: reactants, conditions, products, and yield The reactants are N(=[N+]=[N-])C[C@H]1CN(C(O1)=O)C1=NC=C(C=C1)Br ((5R)-5-(Azidomethyl)-3-(5-bromopyrid-2-yl)-1,3-oxazolidin-2-one), C(C)(=S)O (thioacetic acid). Conditions: time 20 hour. Yields the product BrC=1C=CC(=NC1)N1C(O[C@H](C1)CNC(C)=O)=O (N-{[(5S)-3-(5-Bromopyrid-2-yl)-2-oxo-1,3-oxazolidin-5-yl]methyl}acetamide). RXN SMILES: [N:1]([CH2:4][C@@H:5]1[O:9][C:8](=[O:10])[N:7]([C:11]2[CH:16]=[CH:15][C:14]([Br:17])=[CH:13][N:12]=2)[CH2:6]1)=[N+]=[N-].[C:18]([OH:21])(=S)[CH3:19]>>[Br:17][C:14]1[CH:15]=[CH:16][C:11]([N:7]2[CH2:6][C@H:5]([CH2:4][NH:1][C:18](=[O:21])[CH3:19])[O:9][C:8]2=[O:10])=[N:12][CH:13]=1. Reported procedure: (5R)-5-(Azidomethyl)-3-(5-bromopyrid-2-yl)-1,3-oxazolidin-2-one (5.60 g, 18.7 mM) was dissolved in thioacetic acid (10 ml) to give a yellow solution. The solution was degassed and stirred at room temperature for 20 hours. The thick slurry was concentrated and the desired product was crystallized from acetone (100 ml) to give the product as a light yellow solid (3.25 g). Starting materials: S1C(NC2=C1CCCCC2)=O (2,3,5,6,7,8-hexahydro-4H-cycloheptathiazoline-2-one), C([O-])([O-])=O.[K+].[K+] (potassium carbonate), P(=S)(OCC)(OCC)Cl (O,O-diethyl chlorothiophosphate). The solvent is CC(=O)C (acetone). Product: C(C)OP(=S)(OCC)OC=1SC2=C(N1)CCCCC2 (2-(diethoxythiophosphoryloxy)-5,6,7,8-tetrahydro-4H-cycloheptathiazole). Yield: 37.2%. Reaction SMILES: [S:1]1[C:5]2[CH2:6][CH2:7][CH2:8][CH2:9][CH2:10][C:4]=2[NH:3][C:2]1=[O:11].C(=O)([O-])[O-].[K+].[K+].[P:18](Cl)([O:23][CH2:24][CH3:25])([O:20][CH2:21][CH3:22])=[S:19]>CC(C)=O>[CH2:21]([O:20][P:18]([O:11][C:2]1[S:1][C:5]2[CH2:6][CH2:7][CH2:8][CH2:9][CH2:10][C:4]=2[N:3]=1)([O:23][CH2:24][CH3:25])=[S:19])[CH3:22] |f:1.2.3|. Reported procedure: A mixture of 8.5 g of 2,3,5,6,7,8-hexahydro-4H-cycloheptathiazoline-2-one, 7 g of potassium carbonate and 200 ml of acetone was refluxed for 1 hour and after addition of 9.5 g of O,O-diethyl chlorothiophosphate thereto, the mixture was refluxed 24 hours. The mixture was filtered to remove mineral salts and the filtrate was distilled to dryness under reduced pressure. The residue was chromatographed over silica gel and elution with an 8-2 cyclohexane-ethyl acetate mixture gave 6 g of 2-(diethoxyt... The reactants are [Li+].CC(C)[N-]C(C)C (LDA), BrC=1C=C(C(=C(C1)F)OC)F (5-bromo-1,3-difluoro-2-methoxybenzene), CN(C)C=O (DMF), C(CCC)[Li] (n-butyl lithium), C(C)(C)NC(C)C (diisopropylamine). Solvent: C1CCOC1 (THF), C1CCOC1 (THF). Run at temperature 0 celsius, time 30 minute. Yields the product BrC1=CC(=C(C(=C1C=O)F)OC)F (6-Bromo-2,4-difluoro-3-methoxy-benzaldehyde). As a reaction SMILES: C([Li])CCC.C(NC(C)C)(C)C.[Li+].CC([N-]C(C)C)C.[Br:21][C:22]1[CH:23]=[C:24]([F:31])[C:25]([O:29][CH3:30])=[C:26]([F:28])[CH:27]=1.CN([CH:35]=[O:36])C>C1COCC1>[Br:21][C:22]1[C:27]([CH:35]=[O:36])=[C:26]([F:28])[C:25]([O:29][CH3:30])=[C:24]([F:31])[CH:23]=1 |f:2.3|. Procedure: Add n-butyl lithium 1.6N (22 ml, 35.2 mmol) to diisopropylamine (4.8 ml, 34.2 mmol) in anhydrous THF (7 ml) at 0° C. Stir the resulting yellow solution for 30 min at 0° C. Add this LDA solution dropwise via canula to a solution of 5-bromo-1,3-difluoro-2-methoxybenzene (5.83 g, 26.17 mmol) in anhydrous THF (40 ml) at −78° C. over 40 min. Stir the resulting bright yellow solution for 50 min at −78° C. Add anhydrous DMF (2.7 ml, 34.8 mmol) and stir the mixture for 1.5 h at −78° C. Quench the mixtur... RXN SMILES: [CH3:1][c:2]1[cH:3][cH:4][c:5](-[n:8]2[n:9][c:10]([CH2:17][CH2:18][CH2:19][CH3:20])[cH:11][c:12]2[CH2:13][CH2:14][CH:15]=[O:16])[cH:6][cH:7]1.[F:21][c:22]1[c:23]([N:28]2[CH2:29][CH2:30][NH:31][CH2:32][CH2:33]2)[cH:24][cH:25][cH:26][cH:27]1>>[CH3:1][c:2]1[cH:3][cH:4][c:5](-[n:8]2[n:9][c:10]([CH2:17][CH2:18][CH2:19][CH3:20])[cH:11][c:12]2[CH2:13][CH2:14][CH2:15][N:31]2[CH2:30][CH2:29][N:28]([c:23]3[c:22]([F:21])[cH:27][cH:26][cH:25][cH:24]3)[CH2:33][CH2:32]2)[cH:6][cH:7]1. Starting materials: CCCCc1cc(CCC=O)n(-c2ccc(C)cc2)n1, Fc1ccccc1N1CCNCC1. The product is CCCCc1cc(CCCN2CCN(c3ccccc3F)CC2)n(-c2ccc(C)cc2)n1. Reactants: C(O)([O-])=O.[Na+] (sodium hydrogen carbonate), FC(S(=O)(=O)OS(=O)(=O)C(F)(F)F)(F)F (Trifluoromethane sulfonic anhydride), C(C1=CC=CC=C1)OC1=CC=C(C=C1)NC(=O)C1CC1 (cyclopropanecarboxylic acid(4-benzyloxy-phenyl)-amide), [N-]=[N+]=[N-].[Na+] (sodium azide). Run in C(C)#N (acetonitrile). Conditions: time 16 hour. The product is C(C1=CC=CC=C1)OC1=CC=C(C=C1)N1N=NN=C1C1CC1 (1-(4-Benzyloxy-phenyl)-5-cyclopropyl-1H-tetrazole). Yield: 14.7%. As a reaction SMILES: FC(F)(F)S(OS(C(F)(F)F)(=O)=O)(=O)=O.[CH2:16]([O:23][C:24]1[CH:29]=[CH:28][C:27]([NH:30][C:31]([CH:33]2[CH2:35][CH2:34]2)=O)=[CH:26][CH:25]=1)[C:17]1[CH:22]=[CH:21][CH:20]=[CH:19][CH:18]=1.[N-:36]=[N+:37]=[N-:38].[Na+].C(=O)([O-])O.[Na+]>C(#N)C>[CH2:16]([O:23][C:24]1[CH:29]=[CH:28][C:27]([N:30]2[C:31]([CH:33]3[CH2:35][CH2:34]3)=[N:38][N:37]=[N:36]2)=[CH:26][CH:25]=1)[C:17]1[CH:22]=[CH:21][CH:20]=[CH:19][CH:18]=1 |f:2.3,4.5|. Procedure details: Trifluoromethane sulfonic anhydride (9.42 ml) was added dropwise over 10 min to a solution of cyclopropanecarboxylic acid(4-benzyloxy-phenyl)-amide (15 g) and sodium azide (3.64 g) in acetonitrile (250 ml) at 0°. The reaction mixture was stirred at room temperature under nitrogen for 16 h. 10% Aqueous sodium hydrogen carbonate (80 ml) was added and the organic layer was separated. The aqueous layer was further extracted with ethyl acetate (2×100 ml). The combined organic parts were dried over an... Reactants: COC=1C=C2C(=CN(C2=CC1)C)C1=CC=2C(=NC=C(N2)CN)N1COCC[Si](C)(C)C ((6-(5-methoxy-1-methyl-1H-indol-3-yl)-5-((2-(trimethylsilyl)ethoxy)methyl)-5H-pyrrolo[2,3-b]pyrazin-2-yl)methanamine), O1C(CCC1)=O (dihydrofuran-2(3H)-one), N1N=CN=C1 (1,2,4-triazole), C1CCC2=NCCCN2CC1 (DBU). Run in C(Cl)Cl (DCM). Conditions: temperature 60 celsius, time 8 hour. Product: OCCCC(=O)NCC=1N=C2C(=NC1)N(C(=C2)C2=CN(C1=CC=C(C=C21)OC)C)COCC[Si](C)(C)C (4-hydroxy-N-((6-(5-methoxy-1-methyl-1H-indol-3-yl)-5-((2-(trimethylsilyl)ethoxy)methyl)-5H-pyrrolo[2,3-b]pyrazin-2-yl)methyl)butanamide). Yield: 41.8%. RXN SMILES: [CH3:1][O:2][C:3]1[CH:4]=[C:5]2[C:9](=[CH:10][CH:11]=1)[N:8]([CH3:12])[CH:7]=[C:6]2[C:13]1[N:23]([CH2:24][O:25][CH2:26][CH2:27][Si:28]([CH3:31])([CH3:30])[CH3:29])[C:16]2=[N:17][CH:18]=[C:19]([CH2:21][NH2:22])[N:20]=[C:15]2[CH:14]=1.[O:32]1[CH2:36][CH2:35][CH2:34][C:33]1=[O:37].N1C=NC=N1.C1CCN2C(=NCCC2)CC1>C(Cl)Cl>[OH:37][CH2:33][CH2:34][CH2:35][C:36]([NH:22][CH2:21][C:19]1[N:20]=[C:15]2[CH:14]=[C:13]([C:6]3[C:5]4[C:9](=[CH:10][CH:11]=[C:3]([O:2][CH3:1])[CH:4]=4)[N:8]([CH3:12])[CH:7]=3)[N:23]([CH2:24][O:25][CH2:26][CH2:27][Si:28]([CH3:30])([CH3:29])[CH3:31])[C:16]2=[N:17][CH:18]=1)=[O:32]. Procedure: A flask was charged with (6-(5-methoxy-1-methyl-1H-indol-3-yl)-5-((2-(trimethylsilyl)ethoxy)methyl)-5H-pyrrolo[2,3-b]pyrazin-2-yl)methanamine (0.300 g, 0.686 mmol, Preparation #I.1), dihydrofuran-2(3H)-one (0.063 mL, 0.823 mmol), 1,2,4-triazole (0.009 g, 0.13 mmol), DBU (0.021 mL, 0.13 mmol) and DCM (10 mL). The mixture was heated to about 60° C. and stirred overnight. The mixture was concentrated under reduced pressure and the residue was diluted with EtOAc (10 mL) and washed with water (10 mL)... Reactants: C(C1=CC=CC=C1)(=O)CC#N (Benzoylacetonitrile), [N+](=O)(O)[O-] (nitric acid). Conditions: time 15 minute. Yields the product [N+](=O)([O-])C=1C=C(C(=O)CC#N)C=CC1 (2-(3-nitrobenzoyl)acetonitrile). Reaction SMILES: [C:1]([CH2:9][C:10]#[N:11])(=[O:8])[C:2]1[CH:7]=[CH:6][CH:5]=[CH:4][CH:3]=1.[N+:12]([O-])([OH:14])=[O:13]>>[N+:12]([C:4]1[CH:3]=[C:2]([CH:7]=[CH:6][CH:5]=1)[C:1]([CH2:9][C:10]#[N:11])=[O:8])([O-:14])=[O:13]. Reported procedure: Benzoylacetonitrile (14.5 g, 10 mmol) was added to cold fuming nitric acid (50 ml) portionwise over 10 min. The reaction mixture was stirred for 15 min., and then poured into ice. The solid was filtered off and recrystallised from ethanol to give 2-(3-nitrobenzoyl)acetonitrile (5.4 g) as a brown solid.